Dataset: the Open Reaction Database (ORD), a public repository of structured organic reaction records. Task: describe an organic reaction: reactants, conditions, products, and yield Reactants: CC1=NC2=CC=CC=C2C1(C)C (2,3,3-trimethylindolenine), COC1=CC=C(CBr)C=C1 (p-methoxybenzyl bromide), [OH-].[K+] (potassium hydroxide). The solvent is C(Cl)(Cl)Cl (chloroform). Run at temperature 80 celsius. Product: CC1(C(N(C2=CC=CC=C12)CC1=CC=C(C=C1)OC)=C)C (3,3-dimethyl-1-(4-methoxybenzyl)-2-methyleneindoline). Isolated yield 81.2%. Reaction SMILES: [CH3:1][C:2]1[C:10]([CH3:12])([CH3:11])[C:9]2[C:4](=[CH:5][CH:6]=[CH:7][CH:8]=2)[N:3]=1.[CH3:13][O:14][C:15]1[CH:22]=[CH:21][C:18]([CH2:19]Br)=[CH:17][CH:16]=1.[OH-].[K+]>C(Cl)(Cl)Cl>[CH3:11][C:10]1([CH3:12])[C:9]2[C:4](=[CH:5][CH:6]=[CH:7][CH:8]=2)[N:3]([CH2:19][C:18]2[CH:21]=[CH:22][C:15]([O:14][CH3:13])=[CH:16][CH:17]=2)[C:2]1=[CH2:1] |f:2.3|. Procedure details: To a solution of 4.0 g of 2,3,3-trimethylindolenine in 25 ml of chloroform was added 5.6 g of p-methoxybenzyl bromide and the mixture was heated in an autoclave at 80° C. for 21 hours. The resulting precipitate was recovered by filtration to give 8.5 g of 1-(4-methoxybenzyl)-2,3,3-trimethylindolenium as white crystals. To these crystals was added 85 ml of 10N aqueous potassium hydroxide solution in a nitrogen atmosphere and the mixture was heated at 50° C. for 3 hours. The reaction mixture was t... The reactants are CC1=NC(=NO1)C=1N=CN2C1N(C(C1=C(C=CC=C21)C(F)(F)F)=O)C (3-(5-methyl-1,2,4-oxadiazol-3-yl)-4,5-dihydro-4-methyl-5-oxo-6-trifluoromethyl-imidazo(1,5-a)quinazoline), 3-methyl-5-trifluoromethyl 1 2,3,4-tetrahydro-2,4-dioxo-quinazoline, CC1=NC(=NO1)C[N+]#[C-] (5-methyl-3-isocyanomethyl-1,2,4-oxadiazole). Product: C1(CC1)C1=NC(=NO1)C=1N=CN2C1N(C(C1=CC=CC=C21)=O)C (3-(5-cyclopropyl-1,2,4-oxadiazol-3yl)-4,5-dihydro-4-methyl5-oxo-imidazo(1,5-a)quinazoline). As a reaction SMILES: [CH3:1][C:2]1[O:6][N:5]=[C:4]([C:7]2[N:8]=[CH:9][N:10]3[C:19]4[C:14](=[C:15](C(F)(F)F)[CH:16]=[CH:17][CH:18]=4)[C:13](=[O:24])[N:12]([CH3:25])[C:11]=23)[N:3]=1.[CH3:26][C:27]1ON=C(C[N+]#[C-])N=1>>[CH:1]1([C:2]2[O:6][N:5]=[C:4]([C:7]3[N:8]=[CH:9][N:10]4[C:19]5[C:14](=[CH:15][CH:16]=[CH:17][CH:18]=5)[C:13](=[O:24])[N:12]([CH3:25])[C:11]=34)[N:3]=2)[CH2:27][CH2:26]1. Procedure details: 3-(5-methyl-1,2,4-oxadiazol-3-yl)-4,5-dihydro-4-methyl-5-oxo-6-trifluoromethyl-imidazo(1,5-a)quinazoline, M.p. 251.5°-251.9° C., by reaction between 3-methyl-5-trifluoromethyl 1 2,3,4-tetrahydro-2,4-dioxo-quinazoline and 5-methyl-3-isocyanomethyl-1,2,4-oxadiazole. Starting materials: O=C1NC(=O)c2c(CCCBr)cccc21, C1COCCN1, CCOCC. The product is O=C1NC(=O)c2c(CCCC3CNCCO3)cccc21. As a reaction SMILES: [Br:1][CH2:2][CH2:3][CH2:4][c:5]1[c:6]2[c:7]([cH:13][cH:14][cH:15]1)[C:8](=[O:9])[NH:10][C:11]2=[O:12].[CH2:16]1[CH2:17][O:18][CH2:19][CH2:20][NH:21]1.[CH2:22]([O:23][CH2:24][CH3:25])[CH3:26]>>[CH2:2]([CH2:3][CH2:4][c:5]1[c:6]2[c:7]([cH:13][cH:14][cH:15]1)[C:8](=[O:9])[NH:10][C:11]2=[O:12])[CH:17]1[CH2:16][NH:21][CH2:20][CH2:19][O:18]1. Reactants: ClC1=CC=C(C=C1)C=1N=C2N(C=CC=C2)C1CN1C(N=C(C=C1)NCC)=O (1-((2-(4-chlorophenyl)imidazo[1,2-a]pyridin-3-yl)methyl)-4-(ethylamino)pyrimidin-2(1H)-one), ClC1=NC(N(C=C1)CC1=C(N=C2N1C=CC=C2)C2=CC=C(C=C2)Cl)=O (4-chloro-1-((2-(4-chlorophenyl)imidazo[1,2-a]pyridin-3-yl)methyl)pyrimidin-2(1H)-one), N1CCCC1 (pyrrolidine). The product is ClC1=CC=C(C=C1)C=1N=C2N(C=CC=C2)C1CN1C(N=C(C=C1)N1CCCC1)=O (1-((2-(4-chlorophenyl)imidazo[1,2-a]pyridin-3-yl)methyl)-4-(pyrrolidin-1-yl)pyrimidin-2(1H)-one). RXN SMILES: [Cl:1][C:2]1[CH:7]=[CH:6][C:5]([C:8]2[N:9]=[C:10]3[CH:15]=[CH:14][CH:13]=[CH:12][N:11]3[C:16]=2[CH2:17][N:18]2[CH:23]=[CH:22][C:21]([NH:24][CH2:25][CH3:26])=[N:20][C:19]2=[O:27])=[CH:4][CH:3]=1.Cl[C:29]1[CH:34]=CN(CC2N3C=CC=CC3=NC=2C2C=CC(Cl)=CC=2)C(=O)N=1.N1CCCC1>>[Cl:1][C:2]1[CH:3]=[CH:4][C:5]([C:8]2[N:9]=[C:10]3[CH:15]=[CH:14][CH:13]=[CH:12][N:11]3[C:16]=2[CH2:17][N:18]2[CH:23]=[CH:22][C:21]([N:24]3[CH2:34][CH2:29][CH2:26][CH2:25]3)=[N:20][C:19]2=[O:27])=[CH:6][CH:7]=1. Procedure: The title compound was prepared according to the experimental for compound 132 from 4-chloro-1-((2-(4-chlorophenyl)imidazo[1,2-a]pyridin-3-yl)methyl)pyrimidin-2(1H)-one and pyrrolidine. M/e+ 406 for C22H21ClN5O (M+H)+; 1H-NMR (400 MHz, CDCl3) δ 8.44 (d, J=6.6 Hz, 1H), 7.69 (d, J=8.4 Hz, 2H), 7.63 (d, J=8.8 Hz, 1H), 7.47 (d, J=8.4 Hz, 2H), 7.28 (m, 1H), 6.86 (td, J=6.9, 1.1 Hz, 1H), 6.73 (d, J=7.3 Hz, 1H), 5.57 (s, 2H), 5.49 (d, J=7.7 Hz, 1H), 3.65 (t, J=6.6 Hz, 2H), 3.28 (t, J=6.6 Hz, 2H), 1.90 ... Reactants: FC1=CC2=C(C(C3=C(C=C2)C=CC=C3)=O)C=C1 (2-fluoro-5H-dibenzo[a,d]cyclohepten-5-one), [Al+3].[Cl-].[Cl-].[Cl-] (AlCl3), O (Water), C(Cl)Cl (CH2Cl2). The solvent is O1CCCC1 (tetrahydrofuran), O1CCCC1 (tetrahydrofuran). Conditions: temperature 0 celsius, time 10 minute. Product: FC1=CC2=C(CC3=C(C=C2)C=CC=C3)C=C1 (2-fluoro-5H-dibenzo[a.d]cycloheptene). Isolated yield 95.9%. RXN SMILES: [Al+3].[Cl-].[Cl-].[Cl-].[F:5][C:6]1[CH:21]=[CH:20][C:9]2[C:10](=O)[C:11]3[CH:18]=[CH:17][CH:16]=[CH:15][C:12]=3[CH:13]=[CH:14][C:8]=2[CH:7]=1.O.C(Cl)Cl>O1CCCC1>[F:5][C:6]1[CH:21]=[CH:20][C:9]2[CH2:10][C:11]3[CH:18]=[CH:17][CH:16]=[CH:15][C:12]=3[CH:13]=[CH:14][C:8]=2[CH:7]=1 |f:0.1.2.3|. Procedure details: LiA1H4 (0.0686 mol) was added dropwise to a suspension of AlCl3 (0.0718 mol) in tetrahydrofuran (75 ml), cooled on an ice-bath and under N2 atmosphere. The mixture was stirred for 10 minutes at 0° C. A solution of 2-fluoro-5H-dibenzo[a,d]cyclohepten-5-one (0.0653 mol and prepared as described in DE 3,644,462) in tetrahydrofuran (75 ml) was added dropwise and the resulting reaction mixture was allowed to warm to room temperature. Then, the reaction mixture was stirred and refluxed for 2 hours. Th... Starting materials: [H-].[Na+] (sodium hydride), CC1=C(C(C2=C(N1)COC2=O)C2=C(C=CC=C2)C(F)(F)F)C(=O)OC (methyl 2-methyl-4-(2-trifluoromethylphenyl)-5-oxo-1,4,5,7-tetrahydrofuro-[3,4-b]pyridine-3-carboxylate), C(C)I (ethyl iodide). The solvent is O1CCCC1 (tetrahydrofuran). Conditions: time 10 minute. Yields the product C(C)N1C2=C(C(C(=C1C)C(=O)OC)C1=C(C=CC=C1)C(F)(F)F)C(OC2)=O (Methyl 1-ethyl-2-methyl-4-(2-trifluoromethylphenyl)-5-oxo-1,4,5,7-tetrahydrofuro-[3,4-b]pyridine-3-carboxylate). As a reaction SMILES: [CH3:1][C:2]1[NH:7][C:6]2[CH2:8][O:9][C:10](=[O:11])[C:5]=2[CH:4]([C:12]2[CH:17]=[CH:16][CH:15]=[CH:14][C:13]=2[C:18]([F:21])([F:20])[F:19])[C:3]=1[C:22]([O:24][CH3:25])=[O:23].[H-].[Na+].[CH2:28](I)[CH3:29]>O1CCCC1>[CH2:28]([N:7]1[C:2]([CH3:1])=[C:3]([C:22]([O:24][CH3:25])=[O:23])[CH:4]([C:12]2[CH:17]=[CH:16][CH:15]=[CH:14][C:13]=2[C:18]([F:21])([F:20])[F:19])[C:5]2[C:10](=[O:11])[O:9][CH2:8][C:6]1=2)[CH3:29] |f:1.2|. Procedure details: 50 mmol of methyl 2-methyl-4-(2-trifluoromethylphenyl)-5-oxo-1,4,5,7-tetrahydrofuro-[3,4-b]pyridine-3-carboxylate are dissolved in 100 ml of anhydrous tetrahydrofuran, and 50 mmol of sodium hydride are added. After 10 minutes at room temperature, 55 mmol of ethyl iodide are added, and the mixture is boiled under reflux for 1 hour. The mixture is evaporated down, after which the residue is taken up with CH2Cl2, the solution is washed with water, dried and evaporated down, and the residue is recry... Starting materials: CC1=C(C=CC=C1)C=1N(C=C(N1)C(=O)N1CCC(CC1)(O)C1=CC=CC=C1)C1=CC=C(C=C1)Cl (1-{[2-(2-methylphenyl)-1-(4-chlorophenyl)-1H-imidazol-4-yl]carbonyl}-4-phenyl-4-piperidinol), Cl (HCl). Run in ClCCl (dichloromethane), CCOCC (ether). Yields the product ClC1=CC=C(C=C1)N1C(=NC(=C1)C(=O)N1CCC(=CC1)C1=CC=CC=C1)C1=C(C=CC=C1)C (1-{[1-(4-chlorophenyl)-2-(2-methylphenyl)-1H-imidazol-4-yl]carbonyl}-4-phenyl-1,2,3,6-tetrahydropyridine). RXN SMILES: [CH3:1][C:2]1[CH:7]=[CH:6][CH:5]=[CH:4][C:3]=1[C:8]1[N:9]([C:28]2[CH:33]=[CH:32][C:31]([Cl:34])=[CH:30][CH:29]=2)[CH:10]=[C:11]([C:13]([N:15]2[CH2:20][CH2:19][C:18]([C:22]3[CH:27]=[CH:26][CH:25]=[CH:24][CH:23]=3)(O)[CH2:17][CH2:16]2)=[O:14])[N:12]=1.Cl>ClCCl.CCOCC>[Cl:34][C:31]1[CH:32]=[CH:33][C:28]([N:9]2[CH:10]=[C:11]([C:13]([N:15]3[CH2:16][CH:17]=[C:18]([C:22]4[CH:27]=[CH:26][CH:25]=[CH:24][CH:23]=4)[CH2:19][CH2:20]3)=[O:14])[N:12]=[C:8]2[C:3]2[CH:4]=[CH:5][CH:6]=[CH:7][C:2]=2[CH3:1])=[CH:29][CH:30]=1. Procedure details: A 30-mg sample of 1-{[2-(2-methylphenyl)-1-(4-chlorophenyl)-1H-imidazol-4-yl]carbonyl}-4-phenyl-4-piperidinol (Table entry 414), was dissolved in 20 mL dichloromethane, and then 5 mL 2M HCl in ether was added to the solution. Evaporation of the solvent at high temperature (ca. 70° C., 16 hr) in a multiple sample evaporator (GeneVac) gave 1-{[1-(4-chlorophenyl)-2-(2-methylphenyl)-1H-imidazol-4-yl]carbonyl}-4-phenyl-1,2,3,6-tetrahydropyridine (yellow solid). 1H NMR (400 MHz, CD3COCD3) δ 8.31 (s, 1... The reactants are C(C1=CC(=CC=C1)OC)C1(C(=NC2=CC=CC=C12)NCCCO)O (3-(m-anisyl)-2-(3-hydroxypropylamino)-3H-indol-3-ol), S(=O)(Cl)Cl (thionylchloride). Product: C(C1=CC(=CC=C1)OC)C1(C(=NC2=CC=CC=C12)NCCCCl)O (3-(m-anisyl)-2-(3-chloropropylamino)-3H-indol-3-ol). As a reaction SMILES: [CH2:1]([C:10]1([OH:24])[C:18]2[C:13](=[CH:14][CH:15]=[CH:16][CH:17]=2)[N:12]=[C:11]1[NH:19][CH2:20][CH2:21][CH2:22]O)[C:2]1[CH:7]=[CH:6][CH:5]=[C:4]([O:8][CH3:9])[CH:3]=1.S(Cl)([Cl:27])=O>>[CH2:1]([C:10]1([OH:24])[C:18]2[C:13](=[CH:14][CH:15]=[CH:16][CH:17]=2)[N:12]=[C:11]1[NH:19][CH2:20][CH2:21][CH2:22][Cl:27])[C:2]1[CH:7]=[CH:6][CH:5]=[C:4]([O:8][CH3:9])[CH:3]=1. Reported procedure: Reaction of 3-(m-anisyl)-2-(3-hydroxypropylamino)-3H-indol-3-ol with thionylchloride by a procedure analogous to that described in Example 2 gives 3-(m-anisyl)-2-(3-chloropropylamino)-3H-indol-3-ol. The reagents and catalysts are [O-2].[O-2].[O-2].[Cr+6] (chromium trioxide). Starting materials: N1=CC=CC=C1 (pyridine), CC1=NC=C(C(=C1O)C(C)O)C=C (2-methyl-3-hydroxy-4-(1-hydroxyethyl)-5-vinylpyridine). Procedure: To 750 ml. of dry methylene chloride containing 47.5 ml. of dry pyridine was added with stirring and cooling 29.6 g. of chromium trioxide. The mixture was aged 20 minutes at room temperature and then treated with a solution of 10.96 g. of the product from Example 10, Step B, in 250 ml. of dry methylene chloride over 15 minutes. After one hour at room temperature, the reaction mixture was filtered and the residue was washed with 2×100 ml. of methylene chloride. The methylene chloride filtrates we... The product is CC1=NC=C(C(=C1O)C(C)=O)C=C (2-methyl-3-hydroxy-4-acetyl-5-vinylpyridine). Reaction SMILES: N1C=CC=CC=1.[CH3:7][C:8]1[C:13]([OH:14])=[C:12]([CH:15]([OH:17])[CH3:16])[C:11]([CH:18]=[CH2:19])=[CH:10][N:9]=1>[O-2].[O-2].[O-2].[Cr+6].C(Cl)Cl>[CH3:7][C:8]1[C:13]([OH:14])=[C:12]([C:15](=[O:17])[CH3:16])[C:11]([CH:18]=[CH2:19])=[CH:10][N:9]=1 |f:2.3.4.5|. The solvent is C(Cl)Cl (methylene chloride), C(Cl)Cl (methylene chloride). Conditions: time 20 minute. The yield is 64.7%. Procedure: A solution of the compound (120 mg, 0.21 mmol) obtained in Example 8-1) and 4 M hydrochloric acid (1,4-dioxane solution, 0.26 mL) in methanol (2 mL) was stirred at room temperature for 21 h. The reaction mixture was concentrated under reduced pressure, saturated aqueous sodium hydrogencarbonate was added to the residue, the mixture was extracted with dichloromethane, and the organic layer was washed with saturated sodium chloride solution and dried with anhydrous sodium sulfate. After filtration... Reaction SMILES: [Si]([O:8][CH2:9][C:10]1([CH3:40])[S:16][CH2:15][CH2:14][N:13]2[C:17]([C:20]3([C:23]4[CH:28]=[CH:27][C:26]([C:29]5[CH:30]=[CH:31][C:32]([C:35]([N:37]([CH3:39])[CH3:38])=[O:36])=[N:33][CH:34]=5)=[CH:25][CH:24]=4)[CH2:22][CH2:21]3)=[N:18][N:19]=[C:12]2[CH2:11]1)(C(C)(C)C)(C)C.Cl>CO>[OH:8][CH2:9][C:10]1([CH3:40])[S:16][CH2:15][CH2:14][N:13]2[C:17]([C:20]3([C:23]4[CH:24]=[CH:25][C:26]([C:29]5[CH:30]=[CH:31][C:32]([C:35]([N:37]([CH3:39])[CH3:38])=[O:36])=[N:33][CH:34]=5)=[CH:27][CH:28]=4)[CH2:22][CH2:21]3)=[N:18][N:19]=[C:12]2[CH2:11]1. Run in CO (methanol). The reactants are [Si](C)(C)(C(C)(C)C)OCC1(CC=2N(CCS1)C(=NN2)C2(CC2)C2=CC=C(C=C2)C=2C=CC(=NC2)C(=O)N(C)C)C (5-(4-{1-[8-({[Tert-butyl(dimethyl)silyl]oxy}methyl)-8-methyl-5,6,8,9-tetrahydro[1,2,4]triazolo[4,3-d][1,4]thiazepine-3-yl]cyclopropyl}phenyl)-N,N-dimethylpyridine-2-carboxamide), Cl (hydrochloric acid). Yields the product OCC1(CC=2N(CCS1)C(=NN2)C2(CC2)C2=CC=C(C=C2)C=2C=CC(=NC2)C(=O)N(C)C)C (5-(4-{1-[8-(Hydroxymethyl)-8-methyl-5,6,8,9-tetrahydro[1,2,4]triazolo[4,3-d][1,4]thiazepin-3-yl]cyclopropyl}phenyl)-N,N-dimethylpyridine-2-carboxamide).